This data is from the Open Reaction Database (ORD), a public repository of structured organic reaction records. The task is: describe an organic reaction: reactants, conditions, products, and yield Starting materials: α,α,α-Benzotrifluoride, C(F)(F)(C(F)(F)C(F)(F)C(F)(F)C(F)(F)C(F)(F)F)I (C6F13I), BrC=1C2=CC=CC=C2C(=C2C=CC=CC12)Br (9,10-dibromoanthracene). The reagents and catalysts are [Cu] (copper). Run in CS(=O)C (dimethyl sulfoxide). Reaction conditions: time 4 hour. Product: FC(C(C(C(C(C(F)(F)F)(F)F)(F)F)(F)F)(F)F)(C=1C2=CC=CC=C2C(=C2C=CC=CC12)C(C(C(C(C(C(F)(F)F)(F)F)(F)F)(F)F)(F)F)(F)F)F (9,10-bis(perfluorohexyl)anthracene). RXN SMILES: Br[C:2]1[C:3]2[C:8]([C:9](Br)=[C:10]3[C:15]=1[CH:14]=[CH:13][CH:12]=[CH:11]3)=[CH:7][CH:6]=[CH:5][CH:4]=2.[C:17](I)([C:20]([C:23]([C:26]([C:29]([C:32]([F:35])([F:34])[F:33])([F:31])[F:30])([F:28])[F:27])([F:25])[F:24])([F:22])[F:21])([F:19])[F:18]>CS(C)=O.[Cu]>[F:18][C:17]([F:19])([C:2]1[C:3]2[C:8]([C:9]([C:17]([F:19])([F:18])[C:20]([F:21])([F:22])[C:23]([F:24])([F:25])[C:26]([F:27])([F:28])[C:29]([F:31])([F:30])[C:32]([F:35])([F:34])[F:33])=[C:10]3[C:15]=1[CH:14]=[CH:13][CH:12]=[CH:11]3)=[CH:7][CH:6]=[CH:5][CH:4]=2)[C:20]([F:22])([F:21])[C:23]([F:25])([F:24])[C:26]([F:28])([F:27])[C:29]([F:31])([F:30])[C:32]([F:35])([F:34])[F:33]. Procedure details: Under a nitrogen atmosphere, 9,10-dibromoanthracene (0.6 g, 1.78 mmol) and a copper powder (1.14 g, 17.8 mmol) were added to a 200 mL reaction vessel and were dissolved in anhydrous dimethyl sulfoxide (25 mL). α,α,α-Benzotrifluoride (25 mL) and C6F13I (1.96 mL, 8.93 mmol) were added thereto and reaction was carried out at 130° C. for 4 hours. After quenching with ice-water, the reaction solution was extracted with methylene chloride. Thereafter, the obtained organic layer was dried over anhydrou... The reactants are C(=O)([O-])[O-].[Na+].[Na+] (Na2CO3), CC1(OB(OC1(C)C)C=1C=C(C=C(C1)NCC(F)(F)F)NC1=NC=CC(=N1)C(F)(F)F)C (5-(4,4,5,5-tetramethyl-1,3,2-dioxaborolan-2-yl)-N-(2,2,2-trifluoroethyl)-N′-[4-(trifluoromethyl)pyrimidin-2-yl]benzene-1,3-diamine), BrC1=CN=C(S1)C1(CCC1)O (1-(5-bromo-1,3-thiazol-2-yl)cyclobutanol), N#N (N2). Reagents/catalysts: C1=CC=C(C=C1)P([C-]2C=CC=C2)C3=CC=CC=C3.C1=CC=C(C=C1)P([C-]2C=CC=C2)C3=CC=CC=C3.Cl[Pd]Cl.[Fe+2] (PdCl2(dppf)). Run in O1CCOCC1 (Dioxane), ClCCl (dichloromethane). Conditions: temperature 85 celsius, time 2 hour. Yields the product FC(CNC=1C=C(C=C(C1)NC1=NC=CC(=N1)C(F)(F)F)C1=CN=C(S1)C1(CCC1)O)(F)F (1-[5-(3-[(2,2,2-trifluoroethyl)amino]-5-{[4-(trifluoromethyl)pyrimidin-2-yl]amino}phenyl)-1,3-thiazol-2-yl]cyclobutanol). Isolated yield 68.5%. Reaction SMILES: CC1(C)C(C)(C)OB([C:9]2[CH:10]=[C:11]([NH:21][C:22]3[N:27]=[C:26]([C:28]([F:31])([F:30])[F:29])[CH:25]=[CH:24][N:23]=3)[CH:12]=[C:13]([NH:15][CH2:16][C:17]([F:20])([F:19])[F:18])[CH:14]=2)O1.Br[C:34]1[S:38][C:37]([C:39]2([OH:43])[CH2:42][CH2:41][CH2:40]2)=[N:36][CH:35]=1.N#N.C([O-])([O-])=O.[Na+].[Na+]>C1C=CC(P(C2C=CC=CC=2)[C-]2C=CC=C2)=CC=1.C1C=CC(P(C2C=CC=CC=2)[C-]2C=CC=C2)=CC=1.Cl[Pd]Cl.[Fe+2].O1CCOCC1.ClCCl>[F:20][C:17]([F:19])([F:18])[CH2:16][NH:15][C:13]1[CH:14]=[C:9]([C:34]2[S:38][C:37]([C:39]3([OH:43])[CH2:42][CH2:41][CH2:40]3)=[N:36][CH:35]=2)[CH:10]=[C:11]([NH:21][C:22]2[N:27]=[C:26]([C:28]([F:31])([F:29])[F:30])[CH:25]=[CH:24][N:23]=2)[CH:12]=1 |f:3.4.5,6.7.8.9|. Reported procedure: A mixture of the product of Step 4 (50 mg, 0.108 mmol), PdCl2(dppf) (as the dichloromethane adduct; 4.42 mg, 5.41 μmol) and Intermediate 1 (27.9 mg, 0.119 mmol) was degassed (alternating vacuum-N2 cycles). Dioxane (0.3 mL) and Na2CO3 (2.0 M, 162 μL, 0.325 mmol) were added. The mixture was degassed again and stirred at 85° C. for 2 hrs. The mixture was cooled to room temperature, diluted with ethyl acetate and gravity filtered on celite. After in vacuo concentration, the residue was purified by C... The reactants are NC1=C(C(=NC(=C1F)C1=C(C(=C(C=C1)Cl)OC)F)C(=O)O)Cl (4-amino-3-chloro-6-(4-chloro-2-fluoro-3-methoxyphenyl)-5-fluoropicolinic acid), BrCC1=CC=C(C=C1)OC(F)(F)F (1-(bromomethyl)-4-(trifluoromethoxy)benzene), C(=O)([O-])[O-].[K+].[K+] (K2CO3). Run in CN(C)C=O (DMF). Reaction conditions: temperature 50 celsius. The product is NC1=C(C(=NC(=C1F)C1=C(C(=C(C=C1)Cl)OC)F)C(=O)OCC1=CC=C(C=C1)OC(F)(F)F)Cl (4-trifluoromethoxybenzyl 4-amino-3-chloro-6-(4-chloro-2-fluoro-3-methoxyphenyl)-5-fluoropicolinate). Yield: 51.4%. Reaction SMILES: [NH2:1][C:2]1[C:7]([F:8])=[C:6]([C:9]2[CH:14]=[CH:13][C:12]([Cl:15])=[C:11]([O:16][CH3:17])[C:10]=2[F:18])[N:5]=[C:4]([C:19]([OH:21])=[O:20])[C:3]=1[Cl:22].Br[CH2:24][C:25]1[CH:30]=[CH:29][C:28]([O:31][C:32]([F:35])([F:34])[F:33])=[CH:27][CH:26]=1.C([O-])([O-])=O.[K+].[K+]>CN(C=O)C>[NH2:1][C:2]1[C:7]([F:8])=[C:6]([C:9]2[CH:14]=[CH:13][C:12]([Cl:15])=[C:11]([O:16][CH3:17])[C:10]=2[F:18])[N:5]=[C:4]([C:19]([O:21][CH2:24][C:25]2[CH:30]=[CH:29][C:28]([O:31][C:32]([F:33])([F:34])[F:35])=[CH:27][CH:26]=2)=[O:20])[C:3]=1[Cl:22] |f:2.3.4|. Procedure details: A suspension of 4-amino-3-chloro-6-(4-chloro-2-fluoro-3-methoxyphenyl)-5-fluoropicolinic acid (200 mg, 0.573 mmol), 1-(bromomethyl)-4-(trifluoromethoxy)benzene (161 mg, 0.630 mmol) and K2CO3 (119 mg, 0.859 mmol) in DMF (2 mL) was heated at 50° C. overnight. The reaction mixture was then concentrated in vacuo. The residue was purified by silica gel chromatography (eluting with 0-80% EtOAc/hexane gradient) to yield a white solid (154 mg, 51.4%): mp 155-156° C.; 1H NMR (400 MHz, DMSO-d6) δ 7.60 (d,... The reactants are CC([O-])=S, CS(=O)(=O)OC1CCN(c2nc(C#N)cs2)C1, CC#N, [K+]. Yields the product CC(=O)SC1CCN(c2nc(C#N)cs2)C1. RXN SMILES: [C:18]([CH3:19])(=[S:20])[O-:21].[C:1](#[N:2])[c:3]1[n:4][c:5]([N:8]2[CH2:9][CH:10]([O:13][S:14]([CH3:15])(=[O:16])=[O:17])[CH2:11][CH2:12]2)[s:6][cH:7]1.[CH3:23][C:24]#[N:25].[K+:22]>>[C:1](#[N:2])[c:3]1[n:4][c:5]([N:8]2[CH2:9][CH:10]([S:20][C:18]([CH3:19])=[O:21])[CH2:11][CH2:12]2)[s:6][cH:7]1. Reactants: N(=[N+]=[N-])[C@H]1C[C@@H](O[C@@H]1CO)N1C(=O)NC(=O)C(C)=C1 (3'-azido-3'-deoxythymidine), C(C)(=O)Cl (acetyl chloride). The solvent is N1=CC=CC=C1 (pyridine). Run at time 2 hour. Product: C(C)(=O)OC[C@@H]1[C@H](C[C@@H](O1)N1C(=O)NC(=O)C(C)=C1)N=[N+]=[N-] (5'-O-acetyl-3'-azido-3'-deoxythymidine). Reaction SMILES: [N:1]([C@@H:4]1[C@@H:8]([CH2:9][OH:10])[O:7][C@@H:6]([N:11]2[CH:19]=[C:17]([CH3:18])[C:15](=[O:16])[NH:14][C:12]2=[O:13])[CH2:5]1)=[N+:2]=[N-:3].[C:20](Cl)(=[O:22])[CH3:21]>N1C=CC=CC=1>[C:20]([O:10][CH2:9][C@H:8]1[O:7][C@@H:6]([N:11]2[CH:19]=[C:17]([CH3:18])[C:15](=[O:16])[NH:14][C:12]2=[O:13])[CH2:5][C@@H:4]1[N:1]=[N+:2]=[N-:3])(=[O:22])[CH3:21]. Procedure details: To a solution of 3'-azido-3'-deoxythymidine (AZT) 20 g) in pyridine (50 mL) at ambient temperature, acetyl chloride (2.1 equivalents) was added. The reaction was stirred for two hours and kept at 0° at 5° C. for 20 hours. It was poured onto ice water with stirring. The aqueous phase was decanted. The oily product was dissolved in ethyl acetate and extracted with water (5 times), 0.5 N hydrochloric acid, water (2x), and dried over magnesium sulphate. The solution was filtered and evaporated in va... Reactants: BrC=1C=C(C(=C(C(=O)NCC=2C(NC(=CC2C)C)=O)C1)C)N(C)C1CCCCC1 (5-bromo-3-(cyclohexyl(methyl)amino)-N-((4,6-dimethyl-2-oxo-1,2-dihydropyridin-3-yl)methyl)-2-methylbenzamide), O1CCN(CC1)CCN1N=CC(=C1)B(O)O ((1-(2-morpholinoethyl)-1H-pyrazol-4-yl)boronic acid), C(=O)([O-])[O-].[Na+].[Na+] (Na2CO3). The reagents and catalysts are C=1C=CC(=CC1)[P](C=2C=CC=CC2)(C=3C=CC=CC3)[Pd]([P](C=4C=CC=CC4)(C=5C=CC=CC5)C=6C=CC=CC6)([P](C=7C=CC=CC7)(C=8C=CC=CC8)C=9C=CC=CC9)[P](C=1C=CC=CC1)(C=1C=CC=CC1)C=1C=CC=CC1 (Pd(PPh3)4). Solvent: O (water), O1CCOCC1.O (dioxane water). Conditions: temperature 100 celsius. Yields the product C1(CCCCC1)N(C=1C(=C(C(=O)NCC=2C(NC(=CC2C)C)=O)C=C(C1)C=1C=NN(C1)CCN1CCOCC1)C)C (3-(Cyclohexyl(methyl)amino)-N-((4,6-dimethyl-2-oxo-1,2-dihydropyridin-3-yl)methyl)-2-methyl-5-(1-(2-morpholinoethyl)-1H-pyrazol-4-yl)benzamide). Isolated yield 25.0%. As a reaction SMILES: Br[C:2]1[CH:3]=[C:4]([N:22]([CH:24]2[CH2:29][CH2:28][CH2:27][CH2:26][CH2:25]2)[CH3:23])[C:5]([CH3:21])=[C:6]([CH:20]=1)[C:7]([NH:9][CH2:10][C:11]1[C:12](=[O:19])[NH:13][C:14]([CH3:18])=[CH:15][C:16]=1[CH3:17])=[O:8].[O:30]1[CH2:35][CH2:34][N:33]([CH2:36][CH2:37][N:38]2[CH:42]=[C:41](B(O)O)[CH:40]=[N:39]2)[CH2:32][CH2:31]1.C([O-])([O-])=O.[Na+].[Na+]>O1CCOCC1.O.O.C1C=CC([P]([Pd]([P](C2C=CC=CC=2)(C2C=CC=CC=2)C2C=CC=CC=2)([P](C2C=CC=CC=2)(C2C=CC=CC=2)C2C=CC=CC=2)[P](C2C=CC=CC=2)(C2C=CC=CC=2)C2C=CC=CC=2)(C2C=CC=CC=2)C2C=CC=CC=2)=CC=1>[CH:24]1([N:22]([CH3:23])[C:4]2[C:5]([CH3:21])=[C:6]([CH:20]=[C:2]([C:41]3[CH:40]=[N:39][N:38]([CH2:37][CH2:36][N:33]4[CH2:34][CH2:35][O:30][CH2:31][CH2:32]4)[CH:42]=3)[CH:3]=2)[C:7]([NH:9][CH2:10][C:11]2[C:12](=[O:19])[NH:13][C:14]([CH3:18])=[CH:15][C:16]=2[CH3:17])=[O:8])[CH2:29][CH2:28][CH2:27][CH2:26][CH2:25]1 |f:2.3.4,5.6,^1:63,65,84,103|. Procedure: To a stirred solution of 5-bromo-3-(cyclohexyl(methyl)amino)-N-((4,6-dimethyl-2-oxo-1,2-dihydropyridin-3-yl)methyl)-2-methylbenzamide (1 equiv.) and (1-(2-morpholinoethyl)-1H-pyrazol-4-yl)boronic acid (1.2 equiv.) in dioxane/water mixture (5 mL+1 mL), Na2CO3 (3.6 equiv.) was added and the solution was purged with argon for 15 min. Then Pd(PPh3)4 (0.1 equiv.) was added and solution was purged again for 10 min. Reaction mixture was heated at 100° C. for 4 h. On completion, the mixture was diluted ... Starting materials: C=CCC[Si](C)(c1ccccc1)C1(CC(C)C)SCCCS1, CC#N, Cl[Hg]Cl, O. The product is C=CCC[Si](C)(C(=O)CC(C)C)c1ccccc1. RXN SMILES: [CH2:1]([CH2:2][CH:3]=[CH2:4])[Si:5]([c:6]1[cH:7][cH:8][cH:9][cH:10][cH:11]1)([C:12]1([CH2:18][CH:19]([CH3:20])[CH3:21])[S:13][CH2:14][CH2:15][CH2:16][S:17]1)[CH3:22].[CH3:24][C:25]#[N:26].[Hg:27]([Cl:28])[Cl:29].[OH2:23]>>[CH2:1]([CH2:2][CH:3]=[CH2:4])[Si:5]([c:6]1[cH:7][cH:8][cH:9][cH:10][cH:11]1)([C:12]([CH2:18][CH:19]([CH3:20])[CH3:21])=[O:23])[CH3:22]. The reactants are ice, C(C1=CC=CC=C1)C#N (benzyl cyanide), prenyl chloride(1), [OH-].[Na+] (sodium hydroxide). The reagents and catalysts are [Br-].C(CCCCCCCCCCCCCCC)[N+](C)(C)C (hexadecyl-trimethylammonium bromide). Reaction conditions: time 0.25 hour. The product is CC(=CCC(C#N)C1=CC=CC=C1)C (5-methyl-2-phenyl-4-hexene nitrile). Isolated yield 119.8%. As a reaction SMILES: [OH-].[Na+].[CH2:3]([C:10]#[N:11])[C:4]1[CH:9]=[CH:8][CH:7]=[CH:6][CH:5]=1>[Br-].C([N+](C)(C)C)CCCCCCCCCCCCCCC>[CH3:5][C:4]([CH3:9])=[CH:3][CH2:10][CH:3]([C:4]1[CH:9]=[CH:8][CH:7]=[CH:6][CH:5]=1)[C:10]#[N:11] |f:0.1,3.4|. Procedure: 384 g (4.8 mol) of 50% sodium hydroxide and 12 g of hexadecyl-trimethylammonium bromide are placed in a 2-liter flask provided with a thermometer, stirrer and reflux condenser and there is added dropwise while stirring within 0.25 hour a mixture of 469 g of benzyl cyanide (4 mol) and 502 g (4.8 mol) of prenyl chloride(1). During the addition the mixture warms and it is subsequently stirred for a further 3 hours at 60° C. After cooling, the mixture is poured on to 500 g of ice, extracted four tim...